This data is from the Open Reaction Database (ORD), a public repository of structured organic reaction records. The task is: describe an organic reaction: reactants, conditions, products, and yield The reactants are FC(F)(F)c1ccc(CBr)o1, BrCC1CCCCO1, O=C1Nc2cccc(Cl)c2C12COc1cc3c(cc12)CCO3, O=C1Nc2ccccc2C12COc1cc3c(cc12)CCO3. Yields the product O=C1N(Cc2ccc(C(F)(F)F)o2)c2cccc(Cl)c2C12COc1cc3c(cc12)CCO3. Reaction SMILES: [Br:44][CH2:45][c:46]1[o:47][c:48]([C:51]([F:52])([F:53])[F:54])[cH:49][cH:50]1.[Br:55][CH2:56][CH:57]1[CH2:58][CH2:59][CH2:60][CH2:61][O:62]1.[Cl:1][c:2]1[c:3]2[c:4]([cH:5][cH:6][cH:7]1)[NH:8][C:9](=[O:22])[C:10]21[c:11]2[c:12]([cH:15][c:16]3[c:20]([cH:21]2)[CH2:19][CH2:18][O:17]3)[O:13][CH2:14]1.[NH:23]1[c:24]2[c:25]([cH:26][cH:27][cH:28][cH:29]2)[C:30]2([CH2:31][O:32][c:33]3[cH:34][c:35]4[c:36]([cH:37][c:38]32)[CH2:39][CH2:40][O:41]4)[C:42]1=[O:43]>>[Cl:1][c:2]1[c:3]2[c:4]([cH:5][cH:6][cH:7]1)[N:8]([CH2:45][c:46]1[o:47][c:48]([C:51]([F:52])([F:53])[F:54])[cH:49][cH:50]1)[C:9](=[O:22])[C:10]21[c:11]2[c:12]([cH:15][c:16]3[c:20]([cH:21]2)[CH2:19][CH2:18][O:17]3)[O:13][CH2:14]1. RXN SMILES: [CH2:1]([c:2]1[cH:3][cH:4][cH:5][cH:6][cH:7]1)[n:8]1[c:9]([CH:19]=[CH:20][N:21]([CH3:22])[CH3:23])[n:10][n:11]2[c:12]([c:13]1=[O:14])[cH:15][cH:16][c:17]2[Cl:18].[CH2:30]1[O:31][CH2:32][CH2:33][CH2:34]1.[I+3:24]([O-:25])([O-:26])([O-:27])[O-:28].[Na+:29]>>[CH2:1]([c:2]1[cH:3][cH:4][cH:5][cH:6][cH:7]1)[n:8]1[c:9]([CH:19]=[O:25])[n:10][n:11]2[c:12]([c:13]1=[O:14])[cH:15][cH:16][c:17]2[Cl:18]. Product: O=Cc1nn2c(Cl)ccc2c(=O)n1Cc1ccccc1. Reactants: CN(C)C=Cc1nn2c(Cl)ccc2c(=O)n1Cc1ccccc1, C1CCOC1, [O-][I+3]([O-])([O-])[O-], [Na+]. RXN SMILES: [CH2:1]([N:8]1[CH2:16][C@@H:15]2[C@@H:10]([CH2:11][CH2:12][CH2:13][NH:14]2)[CH2:9]1)[C:2]1[CH:7]=[CH:6][CH:5]=[CH:4][CH:3]=1.C(OC([O-])=O)([O:19][C:20]([O:22][C:23]([CH3:26])([CH3:25])[CH3:24])=O)=O>CO>[CH2:1]([N:8]1[CH2:16][C@@H:15]2[C@@H:10]([CH2:11][CH2:12][CH2:13][N:14]2[C:20]([O:22][C:23]([CH3:26])([CH3:25])[CH3:24])=[O:19])[CH2:9]1)[C:2]1[CH:3]=[CH:4][CH:5]=[CH:6][CH:7]=1. Reported procedure: The preparation comprises stirring [1S,6S]-8-benzyl-2,8-diazabicyclo[4,3,0]nonane (5.0 g, 23.1 mmol) in methanol (50 mL) at room temperature, adding batchwise tertbutyloxycarbonyl dicarbonate (5.1 g, 23.4 mmol), stirring for 0.5 h, vacuum distilling to remove solvent, and column chromatographing with petroleum ether and ethyl, acetate at the ratio of 10:1 to give [1S,6S]-8-benzyl-2-tertbutyloxycarbonyl-2,8-diazabicyclo[4,3,0]nonane (7.1 g, 97.2%), [α]20D=−72.4° (CHCl3, C=5). The solvent is CO (methanol). Conditions: time 0.5 hour. Starting materials: C(C1=CC=CC=C1)N1C[C@@H]2CCCN[C@@H]2C1 ([1S,6S]-8-benzyl-2,8-diazabicyclo[4,3,0]nonane), C(=O)(OC(=O)OC(C)(C)C)OC(=O)[O-] (tertbutyloxycarbonyl dicarbonate). The yield is 97.1%. The product is C(C1=CC=CC=C1)N1C[C@@H]2CCCN([C@@H]2C1)C(=O)OC(C)(C)C ([1S,6S]-8-benzyl-2-tertbutyloxycarbonyl-2,8-diazabicyclo[4,3,0]nonane).